Dataset: the Open Reaction Database (ORD), a public repository of structured organic reaction records. Task: describe an organic reaction: reactants, conditions, products, and yield Reactants: C1CCOC1, CC(=O)OC(C)=O, CCOC(C)=O, O=CO, CCn1c(-c2ccc(OCCN)cc2)c(C#N)c2ccc(OC)cc21, [Na+], O=C([O-])O. Yields the product CCn1c(-c2ccc(OCCNC=O)cc2)c(C#N)c2ccc(OC)cc21. RXN SMILES: [CH2:41]1[O:42][CH2:43][CH2:44][CH2:45]1.[CH3:1][C:2]([O:3][C:4](=[O:5])[CH3:6])=[O:7].[CH3:46][CH2:47][O:48][C:49]([CH3:50])=[O:51].[CH:8](=[O:9])[OH:10].[NH2:11][CH2:12][CH2:13][O:14][c:15]1[cH:16][cH:17][c:18](-[c:21]2[n:22]([CH2:34][CH3:35])[c:23]3[cH:24][c:25]([O:32][CH3:33])[cH:26][cH:27][c:28]3[c:29]2[C:30]#[N:31])[cH:19][cH:20]1.[Na+:40].[O-:36][C:37]([OH:38])=[O:39]>>[CH:8](=[O:10])[NH:11][CH2:12][CH2:13][O:14][c:15]1[cH:16][cH:17][c:18](-[c:21]2[n:22]([CH2:34][CH3:35])[c:23]3[cH:24][c:25]([O:32][CH3:33])[cH:26][cH:27][c:28]3[c:29]2[C:30]#[N:31])[cH:19][cH:20]1. Starting materials: C1N2CN3CN1CN(C2)C3, CC(=O)O, O, c1cnc2cc[nH]c2c1. Yields the product O=Cc1c[nH]c2cccnc12. RXN SMILES: [CH2:10]1[N:11]2[CH2:12][N:13]3[CH2:14][N:15]([CH2:16]2)[CH2:17][N:18]1[CH2:19]3.[CH3:20][C:21]([OH:22])=[O:23].[OH2:24].[nH:1]1[cH:2][cH:3][c:4]2[n:5][cH:6][cH:7][cH:8][c:9]12>>[nH:1]1[cH:2][c:3]([CH:21]=[O:22])[c:4]2[n:5][cH:6][cH:7][cH:8][c:9]12. Reaction conditions: temperature 110 celsius, time 8 hour. Procedure: To a reaction vessel was added N-(4-bromobenzyl)biphenyl-4-carboxamide 10-3 (50 mg, 0.14 mmol), 4-methyl-1H-imidazole 11-1 (17 mg, 0.2 mmol), CuI (9 mg, 0.05 mmol), 1,3-di(pyridin-2-yl)propane-1,3-dione (15 mg, 0.07 mmol), Cs2CO3 (89 mg, 0.27 mmol) and DMF (0.7 mL). The reaction was flushed with nitrogen and stirred at 110° C. overnight. After cooling to room temperature, the reaction was diluted into ethyl acetate. The salt was removed by filtration and filtrate was dried. The residue was purif... Run in CN(C)C=O (DMF). Reaction SMILES: Br[C:2]1[CH:23]=[CH:22][C:5]([CH2:6][NH:7][C:8]([C:10]2[CH:15]=[CH:14][C:13]([C:16]3[CH:21]=[CH:20][CH:19]=[CH:18][CH:17]=3)=[CH:12][CH:11]=2)=[O:9])=[CH:4][CH:3]=1.[CH3:24][C:25]1[N:26]=[CH:27][NH:28][CH:29]=1.N1C=CC=CC=1C(=O)CC(C1C=CC=CN=1)=O.C([O-])([O-])=O.[Cs+].[Cs+]>[Cu]I.CN(C=O)C>[CH3:24][C:25]1[N:26]=[CH:27][N:28]([C:2]2[CH:23]=[CH:22][C:5]([CH2:6][NH:7][C:8]([C:10]3[CH:15]=[CH:14][C:13]([C:16]4[CH:21]=[CH:20][CH:19]=[CH:18][CH:17]=4)=[CH:12][CH:11]=3)=[O:9])=[CH:4][CH:3]=2)[CH:29]=1 |f:3.4.5|. The reactants are BrC1=CC=C(CNC(=O)C2=CC=C(C=C2)C2=CC=CC=C2)C=C1 (N-(4-bromobenzyl)biphenyl-4-carboxamide), CC=1N=CNC1 (4-methyl-1H-imidazole), N1=C(C=CC=C1)C(CC(=O)C1=NC=CC=C1)=O (1,3-di(pyridin-2-yl)propane-1,3-dione), C(=O)([O-])[O-].[Cs+].[Cs+] (Cs2CO3). The product is CC=1N=CN(C1)C1=CC=C(CNC(=O)C2=CC=C(C=C2)C2=CC=CC=C2)C=C1 (N-(4-(4-methyl-1H-imidazol-1-yl)benzyl)biphenyl-4-carboxamide). The reagents and catalysts are [Cu]I (CuI). The reactants are CC=1OCCSC1C(=O)NC1=CC=CC=C1 (5,6-dihydro-2-methyl-N-phenyl-1,4-oxathiin-3-carboxamide), OCCSC(C(=O)NC1=CC=CC=C1)C(C)=O (2-[(2-hydroxyethyl)thio]-3-oxo-N-phenyl-butanamide). The product is OCCSSCCO (di-(2-hydroxyethyl) disulfide), C(CC(=O)C)(=O)NC1=CC=CC=C1 (acetoacetanilide). RXN SMILES: CC1OCC[S:6][C:7]=1[C:8](NC1C=CC=CC=1)=[O:9].[OH:17][CH2:18][CH2:19][S:20][CH:21]([C:31](=[O:33])[CH3:32])[C:22]([NH:24][C:25]1[CH:30]=[CH:29][CH:28]=[CH:27][CH:26]=1)=[O:23]>>[OH:17][CH2:18][CH2:19][S:20][S:6][CH2:7][CH2:8][OH:9].[C:22]([NH:24][C:25]1[CH:30]=[CH:29][CH:28]=[CH:27][CH:26]=1)(=[O:23])[CH2:21][C:31]([CH3:32])=[O:33]. Procedure details: A method for making 5,6-dihydro-2-methyl-N-phenyl-1,4-oxathiin-3-carboxamide by cyclization of the intermediate 2-[(2-hydroxyethyl)thio]-3-oxo-N-phenyl-butanamide, in which this intermediate is obtained by the reaction of di-(2-hydroxyethyl) disulfide with acetoacetanilide. Starting materials: CCOCC, O=C(Cl)OCCl, O=C(CCCO)OCc1ccccc1, c1ccncc1. Product: O=C(CCCOC(=O)OCCl)OCc1ccccc1. As a reaction SMILES: [CH3:27][CH2:28][O:29][CH2:30][CH3:31].[Cl:21][C:22](=[O:23])[O:24][CH2:25][Cl:26].[OH:1][CH2:2][CH2:3][CH2:4][C:5](=[O:6])[O:7][CH2:8][c:9]1[cH:10][cH:11][cH:12][cH:13][cH:14]1.[cH:15]1[cH:16][cH:17][n:18][cH:19][cH:20]1>>[O:1]([CH2:2][CH2:3][CH2:4][C:5](=[O:6])[O:7][CH2:8][c:9]1[cH:10][cH:11][cH:12][cH:13][cH:14]1)[C:22](=[O:23])[O:24][CH2:25][Cl:26]. Reactants: BrC1=C2C(=C(NC2=CC(=C1)Br)C(=O)OCC)CCC(=O)OCC (Ethyl 4,6-dibromo-3-(3-ethoxy-3-oxopropyl)-1H-indole-2-carboxylate), C1(=CC=CC=C1)B(O)O (phenylboronic acid), O.O.O.P(=O)([O-])([O-])[O-].[K+].[K+].[K+] (potassium phosphate trihydrate). Product: C1(=CC=CC=C1)C1=C2C(=C(NC2=CC(=C1)C1=CC=CC=C1)C(=O)OCC)CCC(=O)OCC (Ethyl 4,6-diphenyl-3-(3-ethoxy-3-oxopropyl)-1H-indole-2-carboxylate). Reported procedure: Ethyl 4,6-dibromo-3-(3-ethoxy-3-oxopropyl)-1H-indole-2-carboxylate (0.244 g, 0.5 mmol), phenylboronic acid (0.147 g, 1.2 mmol, 2.4 equiv.) and potassium phosphate trihydrate (0.400 g, 1.5 mmol, 3.0 equiv.) were mixed together in a 10 ml microwave vial. The vial was purged with Argon and trans-dichlorobis(triphenylphosphine)-palladium (II) (0.021, 0.03 mmol, 6 mol %) and 5 ml of dry dioxane were added to the mixture. The microwave vial was capped and irradiated at 100 watt, 150° C., under pressur... As a reaction SMILES: Br[C:2]1[CH:10]=[C:9](Br)[CH:8]=[C:7]2[C:3]=1[C:4]([CH2:17][CH2:18][C:19]([O:21][CH2:22][CH3:23])=[O:20])=[C:5]([C:12]([O:14][CH2:15][CH3:16])=[O:13])[NH:6]2.[C:24]1(B(O)O)[CH:29]=[CH:28][CH:27]=[CH:26][CH:25]=1.O.O.O.P([O-])([O-])([O-])=O.[K+].[K+].[K+]>Cl[Pd](Cl)([P](C1C=CC=CC=1)(C1C=CC=CC=1)C1C=CC=CC=1)[P](C1C=CC=CC=1)(C1C=CC=CC=1)C1C=CC=CC=1.O1CCOCC1>[C:24]1([C:2]2[CH:10]=[C:9]([C:2]3[CH:10]=[CH:9][CH:8]=[CH:7][CH:3]=3)[CH:8]=[C:7]3[C:3]=2[C:4]([CH2:17][CH2:18][C:19]([O:21][CH2:22][CH3:23])=[O:20])=[C:5]([C:12]([O:14][CH2:15][CH3:16])=[O:13])[NH:6]3)[CH:29]=[CH:28][CH:27]=[CH:26][CH:25]=1 |f:2.3.4.5.6.7.8,^1:46,65|. Run in O1CCOCC1 (dioxane). The reagents and catalysts are Cl[Pd]([P](C1=CC=CC=C1)(C2=CC=CC=C2)C3=CC=CC=C3)([P](C4=CC=CC=C4)(C5=CC=CC=C5)C6=CC=CC=C6)Cl (trans-dichlorobis(triphenylphosphine)-palladium (II)). Starting materials: C(C1=CC=CC=C1)OC(CN1C(C(=NC(=C1C)Cl)NC[C@H]1N(CCC1)C(=O)OC(C)(C)C)=O)=O (tert-butyl (2S)-2-[({4-[2-(benzyloxy)-2-oxoethyl]-6-chloro-5-methyl-3-oxo-3,4-dihydro-2-pyrazinyl}amino)methyl]-1-pyrrolidinecarboxylate). Reagents/catalysts: [OH-].[Pd+2].[OH-] (palladium hydroxide). Product: C(C)(C)(C)OC(=O)N1[C@@H](CCC1)CNC=1C(N(C(=C(N1)Cl)C)CC(=O)O)=O (2-[3-({[(2S)-1-(tert-Butoxycarbonyl)pyrrolidinyl]methyl}amino)-5-chloro-6-methyl-2-oxo-1(2H)-pyrazinyl]acetic Acid), product. Yield: 44.0%. RXN SMILES: C([O:8][C:9](=[O:34])[CH2:10][N:11]1[C:16]([CH3:17])=[C:15]([Cl:18])[N:14]=[C:13]([NH:19][CH2:20][C@@H:21]2[CH2:25][CH2:24][CH2:23][N:22]2[C:26]([O:28][C:29]([CH3:32])([CH3:31])[CH3:30])=[O:27])[C:12]1=[O:33])C1C=CC=CC=1>[OH-].[Pd+2].[OH-]>[C:29]([O:28][C:26]([N:22]1[CH2:23][CH2:24][CH2:25][C@H:21]1[CH2:20][NH:19][C:13]1[C:12](=[O:33])[N:11]([CH2:10][C:9]([OH:34])=[O:8])[C:16]([CH3:17])=[C:15]([Cl:18])[N:14]=1)=[O:27])([CH3:30])([CH3:31])[CH3:32] |f:1.2.3|. Reported procedure: The title compound was prepared by a similar method to preparation 44 from tert-butyl (2S)-2-[({4-[2-(benzyloxy)-2-oxoethyl]-6-chloro-5-methyl-3-oxo-3,4-dihydro-2-pyrazinyl}amino)methyl]-1-pyrrolidinecarboxylate [see preparation 64] and palladium hydroxide. The title compound was purified by column chromatography on silica gel using an elution gradient of dichloromethane:methanol:0.88 ammonia (90:10:0.5) changing to (80:20:3), to afford the product as a colourless oil, (44%). Reactants: CN1Cc2ccc(NC(=O)NC3c4cc(C#N)ccc4OC(C)(C)C3O)cc2C1, CC(=O)O, ClC(Cl)Cl, [Zn]. The product is CC1(C)Oc2ccc(C#N)cc2C(NC(=O)Nc2ccc3c(c2)CNC3)C1O. As a reaction SMILES: [C:1](#[N:2])[c:3]1[cH:4][cH:5][c:6]2[c:7]([cH:29]1)[CH:8]([NH:15][C:16](=[O:17])[NH:18][c:19]1[cH:20][c:21]3[c:25]([cH:26][cH:27]1)[CH2:24][N:23]([CH3:28])[CH2:22]3)[CH:9]([OH:14])[C:10]([CH3:12])([CH3:13])[O:11]2.[CH3:30][C:31](=[O:32])[OH:33].[CH:34]([Cl:35])([Cl:36])[Cl:37].[Zn:38]>>[C:1](#[N:2])[c:3]1[cH:4][cH:5][c:6]2[c:7]([cH:29]1)[CH:8]([NH:15][C:16](=[O:17])[NH:18][c:19]1[cH:20][c:21]3[c:25]([cH:26][cH:27]1)[CH2:24][NH:23][CH2:22]3)[CH:9]([OH:14])[C:10]([CH3:12])([CH3:13])[O:11]2.